From a dataset of the Open Reaction Database (ORD), a public repository of structured organic reaction records. describe an organic reaction: reactants, conditions, products, and yield Starting materials: CCOC(=O)CCBr, O=C([O-])[O-], CN(C)C=O, [Cs+], [Cs+], N#Cc1cccc2[nH]ncc12. Reaction SMILES: [Br:12][CH2:13][CH2:14][C:15](=[O:16])[O:17][CH2:18][CH3:19].[C:20](=[O:21])([O-:22])[O-:23].[CH3:26][N:27]([CH3:28])[CH:29]=[O:30].[Cs+:24].[Cs+:25].[nH:1]1[n:2][cH:3][c:4]2[c:5]([C:10]#[N:11])[cH:6][cH:7][cH:8][c:9]12>>[n:1]1([CH2:13][CH2:14][C:15](=[O:16])[O:17][CH2:18][CH3:19])[n:2][cH:3][c:4]2[c:5]([C:10]#[N:11])[cH:6][cH:7][cH:8][c:9]12. Yields the product CCOC(=O)CCn1ncc2c(C#N)cccc21.